From a dataset of the Open Reaction Database (ORD), a public repository of structured organic reaction records. describe an organic reaction: reactants, conditions, products, and yield Reactants: ClC1=C(OC2=C(C(=O)O)C=CC=N2)C=C(C=C1)Cl (2-(2,5-dichloro-phenoxy)-nicotinic acid), ClC=1C=C(OC2=C(C(=O)O)C=CC=N2)C=CC1F (2-(3-Chloro-4-fluoro-phenoxy)-nicotinic acid), CC1NC2=CC=CC=C2CC1 (2-methyl-1,2,3,4-tetrahydro-quinoline), N1CCCC2=NC=CC=C12 (1,2,3,4-tetrahydro-[1,5]naphthyridine). Yields the product ClC=1C=C(OC2=NC=CC=C2C(=O)N2CCCC3=NC=CC=C23)C=CC1F ([2-(3-Chloro-4-fluoro-phenoxy)-pyridin-3-yl]-(3,4-dihydro-2H-[1,5]naphthyridin-1-yl)-methanone). Reaction SMILES: ClC1C=CC(Cl)=CC=1OC1N=CC=CC=1C(O)=O.[Cl:19][C:20]1[CH:21]=[C:22]([CH:33]=[CH:34][C:35]=1[F:36])[O:23][C:24]1[N:32]=[CH:31][CH:30]=[CH:29][C:25]=1[C:26]([OH:28])=O.CC1CCC2C(=CC=CC=2)N1.[NH:48]1[C:57]2[C:52](=[N:53][CH:54]=[CH:55][CH:56]=2)[CH2:51][CH2:50][CH2:49]1>>[Cl:19][C:20]1[CH:21]=[C:22]([CH:33]=[CH:34][C:35]=1[F:36])[O:23][C:24]1[C:25]([C:26]([N:53]2[C:52]3[C:57](=[N:48][CH:49]=[CH:50][CH:51]=3)[CH2:56][CH2:55][CH2:54]2)=[O:28])=[CH:29][CH:30]=[CH:31][N:32]=1. Procedure details: The title compound was prepared in analogy to Example 67 replacing 2-(2,5-dichloro-phenoxy)-nicotinic acid with 2-(3-chloro-4-fluoro-phenoxy)-nicotinic acid (Example 77, Step 1) and 2-methyl-1,2,3,4-tetrahydro-quinoline with 1,2,3,4-tetrahydro-[1,5]naphthyridine ([CAS RN 13993-61-8]). MS (ISN): 383.9 [M+H]+. RXN SMILES: [NH2:1][N:2]1[C:7](=[O:8])[C:6]([C:9]2[NH:14][C:13]3[CH:15]=[CH:16][CH:17]=[CH:18][C:12]=3[S:11](=[O:20])(=[O:19])[N:10]=2)=[C:5]([OH:21])[C:4]2[S:22][CH:23]=[CH:24][C:3]1=2.[N:25]1[CH:30]=[CH:29][CH:28]=[CH:27][C:26]=1[CH:31]=O>CN(C)C(=O)C>[O:19]=[S:11]1(=[O:20])[C:12]2[CH:18]=[CH:17][CH:16]=[CH:15][C:13]=2[NH:14][C:9]([C:6]2[C:7](=[O:8])[N:2]([N:1]=[CH:31][C:26]3[CH:27]=[CH:28][CH:29]=[CH:30][N:25]=3)[C:3]3[CH:24]=[CH:23][S:22][C:4]=3[C:5]=2[OH:21])=[N:10]1. Run in CN(C(C)=O)C (N,N-dimethylacetamide). Starting materials: NN1C2=C(C(=C(C1=O)C1=NS(C3=C(N1)C=CC=C3)(=O)=O)O)SC=C2 (4-amino-6-(1,1-dioxido-4H-1,2,4-benzothiadiazin-3-yl)-7-hydroxythieno[3,2-b]pyridin 5(4H)-one), N1=C(C=CC=C1)C=O (2-pyridinecarboxaldehyde). Isolated yield 58.2%. Yields the product O=S1(N=C(NC2=C1C=CC=C2)C2=C(C1=C(N(C2=O)N=CC2=NC=CC=C2)C=CS1)O)=O (6-(1,1-dioxido-4H-1,2,4-benzothiadiazin-3-yl)-7-hydroxy-4-{[pyridin-2-ylmethylene]amino}thieno[3,2-b]pyridin-5(4H)-one). Procedure: The product of Example 268D (0.10 g, 0.27 mmol) was reacted with 2-pyridinecarboxaldehyde (0.5 g, 4.7 mmol) in N,N-dimethylacetamide (3 mL) in a sealed tube at 135° C. for 60 minutes in a microwave reactor. The reaction was cooled to 25° C. and concentrated under vacuum. The resulting residue was triturated with diethyl ether and filtered to give the title compound (0.071 g, 58%). Run at temperature 25 celsius. Reactants: NC=1C(=NC=C(C1)Br)Cl (3-Amino-5-bromo-2-chloropyridine), FC=1C=CC(=C(C1)S(=O)(=O)Cl)C (5-fluoro-2-methylbenzenesulfonyl chloride). The solvent is N1=CC=CC=C1 (pyridine). Yields the product BrC=1C=C(C(=NC1)Cl)NS(=O)(=O)C1=C(C=CC(=C1)F)C (N-(5-Bromo-2-chloro-3-pyridinyl)-5-fluoro-2-methylbenzenesulfonamide). The yield is 59.3%. As a reaction SMILES: [NH2:1][C:2]1[C:3]([Cl:9])=[N:4][CH:5]=[C:6]([Br:8])[CH:7]=1.[F:10][C:11]1[CH:12]=[CH:13][C:14]([CH3:21])=[C:15]([S:17](Cl)(=[O:19])=[O:18])[CH:16]=1>N1C=CC=CC=1>[Br:8][C:6]1[CH:7]=[C:2]([NH:1][S:17]([C:15]2[CH:16]=[C:11]([F:10])[CH:12]=[CH:13][C:14]=2[CH3:21])(=[O:18])=[O:19])[C:3]([Cl:9])=[N:4][CH:5]=1. Reported procedure: 3-Amino-5-bromo-2-chloropyridine (797 mg) in dry pyridine (10 ml) was treated with 5-fluoro-2-methylbenzenesulfonyl chloride (962 mg) then stirred at RT over the weekend. The reaction was purified by prep-HPLC. Desired fractions were concentrated under reduced pressure, diluted with saturated sodium bicarbonate (aq) and brine and extracted into DCM. The solvent was dried over magnesium sulfate, filtered then evaporated to give title compound (865 mg).